Dataset: the Open Reaction Database (ORD), a public repository of structured organic reaction records. Task: describe an organic reaction: reactants, conditions, products, and yield Reactants: [H-].[Na+] (Sodium hydride), N1C=CC=2C(=CC=CC12)C(=O)OC (methyl 1H-indole 4-carboxylate), C(C)#N (acetonitrile), CS(=O)(=O)Cl (Methanesulphonyl chloride). Solvent: O (water), CO (Methanol). Yields the product CS(=O)(=O)N1C=CC=2C(=CC=CC12)C(=O)OC (methyl 1-(methylsulphonyl)indole-4-carboxylate). The yield is 118.1%. RXN SMILES: [H-].[Na+].[NH:3]1[C:11]2[CH:10]=[CH:9][CH:8]=[C:7]([C:12]([O:14][CH3:15])=[O:13])[C:6]=2[CH:5]=[CH:4]1.C(#N)C.[CH3:19][S:20](Cl)(=[O:22])=[O:21]>O.CO>[CH3:19][S:20]([N:3]1[C:11]2[CH:10]=[CH:9][CH:8]=[C:7]([C:12]([O:14][CH3:15])=[O:13])[C:6]=2[CH:5]=[CH:4]1)(=[O:22])=[O:21] |f:0.1|. Procedure: Sodium hydride (1.1 g of a 80% dispersion in mineral oil), methyl 1H-indole 4-carboxylate (5.46 g) and anhydrous acetonitrile were mixed under an inert atmosphere at 0° C. and stirred at room temperature for an hour. Methanesulphonyl chloride (1.8 g) was added at 0° C. and the mixture stirred at room temperature for 18 hours. Methanol and then water were then added and the mixture extracted with dichloromethane. The organic phase was washed with 2N hydrochloric acid, water, 1M sodium carbonate a... As a reaction SMILES: [C:20](=[O:21])([O-:22])[O-:23].[CH2:1]([CH3:2])[O:3][C:4](=[O:5])[CH:6]1[CH:7]([c:13]2[cH:14][cH:15][c:16]([OH:19])[cH:17][cH:18]2)[CH2:8][C:9](=[O:12])[N:10]1[CH3:11].[CH3:28][C:29](=[O:30])[CH3:31].[Cs+:24].[Cs+:25].[I:26][CH3:27]>>[CH2:1]([CH3:2])[O:3][C:4](=[O:5])[CH:6]1[CH:7]([c:13]2[cH:14][cH:15][c:16]([O:19][CH3:20])[cH:17][cH:18]2)[CH2:8][C:9](=[O:12])[N:10]1[CH3:11]. Product: CCOC(=O)C1C(c2ccc(OC)cc2)CC(=O)N1C. Starting materials: O=C([O-])[O-], CCOC(=O)C1C(c2ccc(O)cc2)CC(=O)N1C, CC(C)=O, [Cs+], [Cs+], CI. Starting materials: FC1=C2C=C(NC2=CC=C1OC1=NC=NC2=CC(=C(C=C12)OC)OCCCN1CCNCC1)C (4-[(4-fluoro-2-methyl-1H-indol-5-yl)oxy]-6-methoxy-7-(3-piperazin-1-ylpropoxy)quinazoline), FC(S(=O)(=O)OCC(F)(F)F)(F)F (2,2,2-trifluoroethyl trifluoromethanesulphonate), CO (methanol). Yields the product FC1=C2C=C(NC2=CC=C1OC1=NC=NC2=CC(=C(C=C12)OC)OCCCN1CCN(CC1)CC(F)(F)F)CC (4-[(4-fluoro-2-ethyl-1H-indol-5-yl)oxy]-6-methoxy-7-{3-[4-(2,2,2-trifluoroethyl)piperazin-1-yl]propoxy}quinazoline). The yield is 44.0%. As a reaction SMILES: [F:1][C:2]1[C:10]([O:11][C:12]2[C:21]3[C:16](=[CH:17][C:18]([O:24][CH2:25][CH2:26][CH2:27][N:28]4[CH2:33][CH2:32][NH:31][CH2:30][CH2:29]4)=[C:19]([O:22][CH3:23])[CH:20]=3)[N:15]=[CH:14][N:13]=2)=[CH:9][CH:8]=[C:7]2[C:3]=1[CH:4]=[C:5]([CH3:34])[NH:6]2.FC(F)(F)S(O[CH2:41][C:42]([F:45])([F:44])[F:43])(=O)=O.[CH3:48]O>>[F:1][C:2]1[C:10]([O:11][C:12]2[C:21]3[C:16](=[CH:17][C:18]([O:24][CH2:25][CH2:26][CH2:27][N:28]4[CH2:33][CH2:32][N:31]([CH2:41][C:42]([F:45])([F:44])[F:43])[CH2:30][CH2:29]4)=[C:19]([O:22][CH3:23])[CH:20]=3)[N:15]=[CH:14][N:13]=2)=[CH:9][CH:8]=[C:7]2[C:3]=1[CH:4]=[C:5]([CH2:34][CH3:48])[NH:6]2. Procedure: Using an analogous procedure to that described for the preparation of Example 14, 4-[(4-fluoro-2-methyl-1H-indol-5-yl)oxy]-6-methoxy-7-(3-piperazin-1-ylpropoxy)quinazoline (250 mg, 0.54 mmol) was reacted with 2,2,2-trifluoroethyl trifluoromethanesulphonate (128 mg, 0.59 mmol) and purified by column chromatography, eluting with 5% methanol/methylene chloride to give a sticky solid. The sticky solid was dissolved in methanol and absorbed onto an Isolute SCX column. The column was washed with metha... Reactants: ClC(=O)OCC1=CC=C(C=C1)[N+](=O)[O-] (p-nitrobenzyl chloroformate), C(C)(=O)O (Acetic acid), C(CCC)[Li] (n-butyl lithium), OC(C)(C)[C@H]1C(N([C@@H]1CC=C)C(C(=O)OC)=C(C)C)=O (methyl 2-[(3S,4R)-3-(1-hydroxy-1-methylethyl)-2-oxo-4-allylazetidin-1-yl]-3-methylbut-2-enoate). Solvent: O1CCCC1 (tetrahydrofuran), O1CCCC1 (tetrahydrofuran). Reaction conditions: temperature -70 celsius, time 5 minute. Yields the product CC(=C(C(=O)OC)N1C([C@@H]([C@H]1CC=C)C(C)(OC(=O)OCC1=CC=C(C=C1)[N+](=O)[O-])C)=O)C (methyl 3-methyl-2-[(3S,4R)-3-[1-methyl-1-(4-nitrobenzyloxycarbonyloxy)ethyl]-2-oxo-4-allylazetidin-1-yl]but-2-enoate). The yield is 55.0%. RXN SMILES: C([Li])CCC.[OH:6][C:7]([C@@H:10]1[C@@H:13]([CH2:14][CH:15]=[CH2:16])[N:12]([C:17](=[C:22]([CH3:24])[CH3:23])[C:18]([O:20][CH3:21])=[O:19])[C:11]1=[O:25])([CH3:9])[CH3:8].Cl[C:27]([O:29][CH2:30][C:31]1[CH:36]=[CH:35][C:34]([N+:37]([O-:39])=[O:38])=[CH:33][CH:32]=1)=[O:28].C(O)(=O)C>O1CCCC1>[CH3:23][C:22]([CH3:24])=[C:17]([N:12]1[C@H:13]([CH2:14][CH:15]=[CH2:16])[C@@H:10]([C:7]([CH3:9])([O:6][C:27]([O:29][CH2:30][C:31]2[CH:32]=[CH:33][C:34]([N+:37]([O-:39])=[O:38])=[CH:35][CH:36]=2)=[O:28])[CH3:8])[C:11]1=[O:25])[C:18]([O:20][CH3:21])=[O:19]. Reported procedure: A solution of n-butyl lithium (0.42 ml of 1.55M solution in hexane) was added to a solution of methyl 2-[(3S,4R)-3-(1-hydroxy-1-methylethyl)-2-oxo-4-allylazetidin-1-yl]-3-methylbut-2-enoate (150 mg) in tetrahydrofuran (3 ml) during 3 minutes at -70° C. and the mixture was stirred for 5 minutes at -70° C. A solution of p-nitrobenzyl chloroformate (161 mg) in tetrahydrofuran (1.6 ml) was added to the mixture during 5 minutes at -70° C. and the mixture was stirred for 15 minutes at -70° C. The mixt... Starting materials: CCCCCC(O)CC(=O)OC(C)(C)C, CN(C)P(=O)(N(C)C)N(C)C, CCOCC, CC(C)NC(C)C, [Cl-], CCCCI, [Li]C, [NH4+]. Product: CCCCCC(O)C(CCCC)C(=O)OC(C)(C)C. Reaction SMILES: [C:10]([CH3:11])([CH3:12])([CH3:13])[O:14][C:15]([CH2:16][CH:17]([CH2:18][CH2:19][CH2:20][CH2:21][CH3:22])[OH:23])=[O:24].[CH3:32][N:33]([CH3:34])[P:35](=[O:36])([N:37]([CH3:38])[CH3:39])[N:40]([CH3:41])[CH3:42].[CH3:43][CH2:44][O:45][CH2:46][CH3:47].[CH:1]([NH:2][CH:3]([CH3:4])[CH3:5])([CH3:6])[CH3:7].[Cl-:30].[I:25][CH2:26][CH2:27][CH2:28][CH3:29].[Li:8][CH3:9].[NH4+:31]>>[C:10]([CH3:11])([CH3:12])([CH3:13])[O:14][C:15]([CH:16]([CH:17]([CH2:18][CH2:19][CH2:20][CH2:21][CH3:22])[OH:23])[CH2:26][CH2:27][CH2:28][CH3:29])=[O:24]. Starting materials: CO (methanol), C(C)(=O)Cl (acetyl chloride), O=C1N(CC2=CC=CC=C12)C(CC(=O)O)C1=CC(=C(C=C1)OC)OCC (3-(1-oxoisoindolin-2-yl)-3-(3-ethoxy-4-methoxyphenyl)propionic acid). Solvent: CCCCCC (hexane), CCOCC (ether), CCCCCC (Hexane). Reaction conditions: time 4 hour. Yields the product O=C1N(CC2=CC=CC=C12)C(CC(=O)OC)C1=CC(=C(C=C1)OC)OCC (methyl 3-(1-oxoisoindolin-2-yl)-3-(3-ethoxy-4-methoxyphenyl)propionate). Isolated yield 87.3%. Reaction SMILES: CO.[C:3](Cl)(=O)C.[O:7]=[C:8]1[C:16]2[C:11](=[CH:12][CH:13]=[CH:14][CH:15]=2)[CH2:10][N:9]1[CH:17]([C:22]1[CH:27]=[CH:26][C:25]([O:28][CH3:29])=[C:24]([O:30][CH2:31][CH3:32])[CH:23]=1)[CH2:18][C:19]([OH:21])=[O:20]>CCCCCC.CCOCC>[O:7]=[C:8]1[C:16]2[C:11](=[CH:12][CH:13]=[CH:14][CH:15]=2)[CH2:10][N:9]1[CH:17]([C:22]1[CH:27]=[CH:26][C:25]([O:28][CH3:29])=[C:24]([O:30][CH2:31][CH3:32])[CH:23]=1)[CH2:18][C:19]([O:21][CH3:3])=[O:20]. Procedure details: To an ice bath cooled solution of 50 mL of methanol was added acetyl chloride (7.2 mL, 100 mmol). After stirring for 10 minutes 3-(1-oxoisoindolin-2-yl)-3-(3-ethoxy-4-methoxyphenyl)propionic acid (6.00 g, 16.9 mmol) was added to the mixture. After 30 minutes the ice bath was removed and the reaction was monitored by HPLC (Waters radial pak phenyl 8×100 mm column, 240 mm, 1.5 mL/min, 35/65 acetonitrile/0.1% phosphoric acid). After 4 hours the reaction had reached completion. The methanol was remo... The reactants are CC1c2c(OS(=O)(=O)C(F)(F)F)ccc3c2c(cn3S(=O)(=O)c2ccccc2)CCN1C(=O)OC(C)(C)C, ClCCl, O=C(O)C(F)(F)F. The product is CC1NCCc2cn(S(=O)(=O)c3ccccc3)c3ccc(OS(=O)(=O)C(F)(F)F)c1c23, O=C(O)C(F)(F)F. RXN SMILES: [CH3:1][CH:2]1[N:3]([C:32]([O:33][C:34]([CH3:35])([CH3:36])[CH3:37])=[O:38])[CH2:4][CH2:5][c:6]2[cH:7][n:8]([S:23](=[O:24])(=[O:25])[c:26]3[cH:27][cH:28][cH:29][cH:30][cH:31]3)[c:9]3[cH:10][cH:11][c:12]([O:15][S:16](=[O:17])(=[O:18])[C:19]([F:20])([F:21])[F:22])[c:13]1[c:14]23.[Cl:39][CH2:40][Cl:41].[F:42][C:43]([C:44](=[O:45])[OH:46])([F:47])[F:48]>>[CH3:1][CH:2]1[NH:3][CH2:4][CH2:5][c:6]2[cH:7][n:8]([S:23](=[O:24])(=[O:25])[c:26]3[cH:27][cH:28][cH:29][cH:30][cH:31]3)[c:9]3[cH:10][cH:11][c:12]([O:15][S:16](=[O:17])(=[O:18])[C:19]([F:20])([F:21])[F:22])[c:13]1[c:14]23.[F:42][C:43]([C:44](=[O:45])[OH:46])([F:47])[F:48]. Starting materials: C1(=CC=CC=C1)[Li] (phenyl lithium), C(C)(C)(C)[Li] (t-butyl lithium), solution, BrC=1SC2=C(N1)C=CC=C2 (2-bromo benzothiazole), solution, [NH4+].[Cl-] (NH4Cl), C(=O)N1CCCCC1 (formyl piperidine). Run in C1CCCCC1.CCOCC (cyclohexane ether), CCCCC (pentane), C1CCOC1 (THF). Run at time 5 minute. The product is NC=1SC2=C(N1)C=CC(=C2)C=O (2-amino-benzothiazole-6-carboxaldehyde). Yield: 50.0%. Reaction SMILES: C1([Li])C=CC=CC=1.Br[C:9]1[S:10][C:11]2[CH:17]=[CH:16][CH:15]=[CH:14][C:12]=2[N:13]=1.C([Li])(C)(C)C.[CH:23](N1CCCCC1)=[O:24].[NH4+:31].[Cl-]>C1CCCCC1.CCOCC.C1COCC1.CCCCC>[NH2:31][C:9]1[S:10][C:11]2[CH:17]=[C:16]([CH:23]=[O:24])[CH:15]=[CH:14][C:12]=2[N:13]=1 |f:4.5,6.7|. Procedure details: Under nitrogen atmosphere, slowly add phenyl lithium (5 mL, 9.16 mmol, 2.1 equiv from a solution 1.8 M in cyclohexane/ether, 70/30) to a cold (−78° C.) solution of commercially available 2-bromo benzothiazole in 30 mL of dry THF. After the addition is complete stir the mixture for 5 minutes and add t-butyl lithium (5.6 mL, 9.16 mmol, 2.1 equiv from a solution 1.7 M in pentane). The mixture will turn from a creamy white color to green over 1 hour. At this point, rapidly add formyl piperidine (2.4... Starting materials: OC1CN(CCC1(OC)OC)C(=O)OC(C)(C)C (tert-butyl 3-hydroxy-4,4-dimethoxypiperidine-1-carboxylate), ClC=1N=C(NC1CC)C(=O)N[C@@H]1[C@@H](CN(CC1)C(=O)OC(C)(C)C)OC (tert-Butyl cis(±)-4-{[(4-chloro-5-ethyl-1H-imidazol-2-yl)carbonyl]amino}-3-methoxypiperidine-1-carboxylate), C1(=CC=C(C=C1)S(=O)(=O)OCC(F)F)C (2,2-difluoroethyl p-toluenesulfonate). Solvent: CN(C)C=O (DMF). Product: FC(COC1CN(CCC1(OC)OC)C(=O)OC(C)(C)C)F (tert-Butyl 3-(2,2-difluoroethoxy)-4,4-dimethoxypiperidine-1-carboxylate). Yield: 84.7%. As a reaction SMILES: [OH:1][CH:2]1[C:7]([O:10][CH3:11])([O:8][CH3:9])[CH2:6][CH2:5][N:4]([C:12]([O:14][C:15]([CH3:18])([CH3:17])[CH3:16])=[O:13])[CH2:3]1.ClC1N=C(C(N[C@H]2CCN(C(OC(C)(C)C)=O)C[C@H]2OC)=O)NC=1CC.C1(C)C=CC(S(O[CH2:55][CH:56]([F:58])[F:57])(=O)=O)=CC=1>CN(C=O)C>[F:57][CH:56]([F:58])[CH2:55][O:1][CH:2]1[C:7]([O:8][CH3:9])([O:10][CH3:11])[CH2:6][CH2:5][N:4]([C:12]([O:14][C:15]([CH3:18])([CH3:17])[CH3:16])=[O:13])[CH2:3]1. Reported procedure: The same operation as in Example (90a) was performed using tert-butyl 3-hydroxy-4,4-dimethoxypiperidine-1-carboxylate (4.6 g, 17.6 mmol), sodium hydride (55% content, 1g, 22.9 mmol), 2,2-difluoroethyl p-toluenesulfonate (5 g, 21.6 mmol) and DMF (50 mL). The residue was purified by column chromatography (elution solvent: hexane/ethyl acetate=10/1, 4/1, 2/1) to obtain 4.85 g of the title compound as a colorless oily substance (85%).